Dataset: the Open Reaction Database (ORD), a public repository of structured organic reaction records. Task: describe an organic reaction: reactants, conditions, products, and yield Reactants: C(C)(C)OB1OC(C(O1)(C)C)(C)C (2-isopropoxy-4,4,5,5-tetramethyl-1,3,2-dioxaborolane), solution, C(CCC)[Li] (n-butyllithium), ClC1=C(C(=CC=C1)F)F (1-chloro-2,3-difluorobenzene). Run in hexanes, C1CCOC1 (THF), O (water), C(C)(=O)OCC (ethyl acetate). Reaction conditions: temperature -78 celsius, time 45 minute. The product is ClC1=C(C(=C(C=C1)B1OC(C(O1)(C)C)(C)C)F)F (2-(4-Chloro-2,3-difluorophenyl)-4,4,5,5-tetramethyl-1,3,2-dioxaborolane), product. The yield is 50.0%. Reaction SMILES: C([Li])CCC.[Cl:6][C:7]1[CH:12]=[CH:11][CH:10]=[C:9]([F:13])[C:8]=1[F:14].C(O[B:19]1[O:23][C:22]([CH3:25])([CH3:24])[C:21]([CH3:27])([CH3:26])[O:20]1)(C)C>C1COCC1.O.C(OCC)(=O)C>[Cl:6][C:7]1[CH:12]=[CH:11][C:10]([B:19]2[O:23][C:22]([CH3:25])([CH3:24])[C:21]([CH3:27])([CH3:26])[O:20]2)=[C:9]([F:13])[C:8]=1[F:14]. Procedure: A 2.5M solution of n-butyllithium (2.69 ml, 6.73 mmol) in hexanes was added dropwise to a solution of 1-chloro-2,3-difluorobenzene (1 g, 6.73 mmol) in THF (25 mL) cooled to −78° C. After 45 min at −78° C., 2-isopropoxy-4,4,5,5-tetramethyl-1,3,2-dioxaborolane (1.253 g, 6.73 mmol) was added dropwise after which the reaction mixture was allowed to warm to ambient temperature. The reaction mixture was diluted with water and ethyl acetate, and the organic phase was extracted twice with water. The aqu... Starting materials: NO.Cl (NH2OH.HCl), [OH-].[Na+] (NaOH), CC=1N(C(=CC1)C)[C@@H]1C[C@H]2CCC[C@]2(C1)C(=O)OCC1=CC=CC=C1 ((2R,3aR,6aR)-benzyl 2-(2,5-dimethyl-1H-pyrrol-1-yl)octahydropentalene-3a-carboxylate). Run in O (H2O), CO (MeOH), O (water). Run at temperature 65 celsius. The product is N[C@@H]1C[C@H]2CCC[C@]2(C1)C(=O)OCC1=CC=CC=C1 ((2R,3aR,6aR)-benzyl 2-aminooctahydropentalene-3a-carboxylate). As a reaction SMILES: NO.Cl.[OH-].[Na+].CC1[N:8]([C@H:13]2[CH2:20][C@@:19]3([C:21]([O:23][CH2:24][C:25]4[CH:30]=[CH:29][CH:28]=[CH:27][CH:26]=4)=[O:22])[C@H:15]([CH2:16][CH2:17][CH2:18]3)[CH2:14]2)C(C)=CC=1>O.CO>[NH2:8][C@H:13]1[CH2:20][C@@:19]2([C:21]([O:23][CH2:24][C:25]3[CH:26]=[CH:27][CH:28]=[CH:29][CH:30]=3)=[O:22])[C@H:15]([CH2:16][CH2:17][CH2:18]2)[CH2:14]1 |f:0.1,2.3|. Procedure: To a aqueous solution of NH2OH.HCl (8.4 g, 121.2 mmol) and NaOH (2.2 g, 19.54 mmol) in H2O (20 mL) was added a solution of Example 48C (2.81 g, 8.36 mmol) in MeOH (70 mL) and the mixture was heated at 65° C. for 8 hours. The mixture was cooled to room temperature, sufficient water was added and MeOH was removed under reduced pressure. The resulting slurry was adjusted to pH=10 with NaOH solution (2.5 N) and extracted with dichloromethane. The combined organic layer was washed with brine, dried o... The reactants are COC(=O)CCCCCCC(CCCC(COc1ccc(F)cc1)OCc1ccccc1)(C(=O)OC)S(C)(=O)=O, CN(C)C=O, [Cl-], [Na+], O. Reaction SMILES: [CH3:1][S:2](=[O:3])(=[O:4])[C:5]([CH2:6][CH2:7][CH2:8][CH2:9][CH2:10][CH2:11][C:12](=[O:13])[O:14][CH3:15])([CH2:16][CH2:17][CH2:18][CH:19]([CH2:20][O:21][c:22]1[cH:23][cH:24][c:25]([F:28])[cH:26][cH:27]1)[O:29][CH2:30][c:31]1[cH:32][cH:33][cH:34][cH:35][cH:36]1)[C:37]([O:38][CH3:39])=[O:40].[CH3:43][N:44]([CH3:45])[CH:46]=[O:47].[Cl-:42].[Na+:41].[OH2:48]>>[CH3:1][S:2](=[O:3])(=[O:4])[CH:5]([CH2:6][CH2:7][CH2:8][CH2:9][CH2:10][CH2:11][C:12](=[O:13])[O:14][CH3:15])[CH2:16][CH2:17][CH2:18][CH:19]([CH2:20][O:21][c:22]1[cH:23][cH:24][c:25]([F:28])[cH:26][cH:27]1)[O:29][CH2:30][c:31]1[cH:32][cH:33][cH:34][cH:35][cH:36]1. The product is COC(=O)CCCCCCC(CCCC(COc1ccc(F)cc1)OCc1ccccc1)S(C)(=O)=O.